This data is from the Open Reaction Database (ORD), a public repository of structured organic reaction records. The task is: describe an organic reaction: reactants, conditions, products, and yield Procedure details: 4-Hydroxy-1-indanone (5.0 g, 33.7 mmol) was dissolved in acetone (170 mL) and then potassium carbonate (9.0 g, 138.21 mmol) and Mel (9.6 g, 67.5 mmol) were added. The resulting suspension was heated to 50° C. and stirred for 3 days at which time the reaction mixture was concentrated under reduced pressure. The residue was partitioned between EtOAc and water. The organic phase was separated and the aqueous phase was extracted with EtOAc. The combined organic layers were dried over MgSO4, filtered... The solvent is CC(=O)C (acetone). Reaction SMILES: [OH:1][C:2]1[CH:10]=[CH:9][CH:8]=[C:7]2[C:3]=1[CH2:4][CH2:5][C:6]2=[O:11].[C:12](=O)([O-])[O-].[K+].[K+]>CC(C)=O>[CH3:12][O:1][C:2]1[CH:10]=[CH:9][CH:8]=[C:7]2[C:3]=1[CH2:4][CH2:5][C:6]2=[O:11] |f:1.2.3|. Run at temperature 50 celsius, time 3 day. The yield is 98.8%. The reactants are OC1=C2CCC(C2=CC=C1)=O (4-Hydroxy-1-indanone), C([O-])([O-])=O.[K+].[K+] (potassium carbonate). The product is COC1=C2CCC(C2=CC=C1)=O (4-methoxy-1-indanone).